Dataset: the Open Reaction Database (ORD), a public repository of structured organic reaction records. Task: describe an organic reaction: reactants, conditions, products, and yield Reactants: BrCC=1OC(=CC1C(=O)OC)C1=CC=C(C=C1)C(F)(F)F (Methyl 2-bromomethyl-5-[4-(trifluoromethyl)phenyl]-3-furoate), CNC(C)C (N-methylisopropylamine). Product: C(C)(C)N(C)CC=1OC(=CC1CO)C1=CC=C(C=C1)C(F)(F)F ({2-{[isopropyl(methyl)amino]methyl}-5-[4-(trifluoromethyl)phenyl]-3-furyl}methanol). As a reaction SMILES: Br[CH2:2][C:3]1[O:4][C:5]([C:12]2[CH:17]=[CH:16][C:15]([C:18]([F:21])([F:20])[F:19])=[CH:14][CH:13]=2)=[CH:6][C:7]=1[C:8]([O:10]C)=O.[CH3:22][NH:23][CH:24]([CH3:26])[CH3:25]>>[CH:24]([N:23]([CH2:2][C:3]1[O:4][C:5]([C:12]2[CH:17]=[CH:16][C:15]([C:18]([F:21])([F:20])[F:19])=[CH:14][CH:13]=2)=[CH:6][C:7]=1[CH2:8][OH:10])[CH3:22])([CH3:26])[CH3:25]. Procedure: Prepared using intermediate 44 and N-methylisopropylamine. This compound was used directly without collection of analytical data for the preparation of Example 75. Reactants: COC(C1=C(C=C(C(=C1)Br)O)O)=O (5-Bromo-2,4-dihydroxy-benzoic acid methyl ester), C(=O)([O-])[O-].[Cs+].[Cs+] (Cs2CO3), C(C1=CC=CC=C1)Br (benzylbromide). Run in CN(C)C=O (DMF), CCOC(=O)C (EtOAc). Run at temperature 70 celsius. Yields the product COC(C1=C(C=C(C(=C1)Br)OCC1=CC=CC=C1)O)=O (4-benzyloxy-5-bromo-2-hydroxy-benzoic acid methyl ester). Isolated yield 45.5%. RXN SMILES: [CH3:1][O:2][C:3](=[O:13])[C:4]1[CH:9]=[C:8]([Br:10])[C:7]([OH:11])=[CH:6][C:5]=1[OH:12].C([O-])([O-])=O.[Cs+].[Cs+].[CH2:20](Br)[C:21]1[CH:26]=[CH:25][CH:24]=[CH:23][CH:22]=1>CN(C=O)C.CCOC(C)=O>[CH3:1][O:2][C:3](=[O:13])[C:4]1[CH:9]=[C:8]([Br:10])[C:7]([O:11][CH2:20][C:21]2[CH:26]=[CH:25][CH:24]=[CH:23][CH:22]=2)=[CH:6][C:5]=1[OH:12] |f:1.2.3|. Reported procedure: To a solution of 5-Bromo-2,4-dihydroxy-benzoic acid methyl ester (1.0 g, 4.04 mmol) in DMF (7 mL) was added Cs2CO3 (1.58 g, 4.85 mmol) and benzylbromide (0.69 g, 4.04 mmol) and heated at 70° C. for 6 h. Reaction mixture was diluted with EtOAc (10 mL) and filtered, filtrate was washed with water, brine and dried over Na2SO4. Solvent was removed under reduced pressure and silicagel column chromatography (EtOAc:Hex, 1:3) gave pure 4-benzyloxy-5-bromo-2-hydroxy-benzoic acid methyl ester (0.62 g). Starting materials: Amide, BrC1=CC=C(C=C1)CC(=O)O (4-Bromophenylacetic acid), C(C1=CC=CC=C1)N (benzylamine). Yields the product C(C1=CC=CC=C1)NC(CC1=CC=C(C=C1)Br)=O (N-Benzyl-2-(4-bromo-phenyl)-acetamide). Yield: 82.0%. As a reaction SMILES: [Br:1][C:2]1[CH:7]=[CH:6][C:5]([CH2:8][C:9]([OH:11])=O)=[CH:4][CH:3]=1.[CH2:12]([NH2:19])[C:13]1[CH:18]=[CH:17][CH:16]=[CH:15][CH:14]=1>>[CH2:12]([NH:19][C:9](=[O:11])[CH2:8][C:5]1[CH:4]=[CH:3][C:2]([Br:1])=[CH:7][CH:6]=1)[C:13]1[CH:18]=[CH:17][CH:16]=[CH:15][CH:14]=1. Procedure: Amide coupling of 4-Bromophenylacetic acid with benzylamine was done according to procedures in Step 10A for Example 3.60 to give N-Benzyl-2-(4-bromo-phenyl)-acetamide in 82% yield. 1H NMR (400 MHz, DMSO-D6) δ ppm 3.5 (s, 2 H) 4.3 (d, J=5.8 Hz, 2 H) 7.2 (dd, J=7.8, 5.6 Hz, 5 H) 7.3 (m, 2 H) 7.5 (d, J=8.3 Hz, 2 H) 8.6 (t, J=5.9 Hz, 1 H). Starting materials: COCCCOC(c1ccccc1F)C1CCCN(C(=O)OC(C)(C)C)C1, Cl, C1COCCO1. Product: COCCCOC(c1ccccc1F)C1CCCNC1, Cl. As a reaction SMILES: [CH3:1][O:2][CH2:3][CH2:4][CH2:5][O:6][CH:7]([CH:8]1[CH2:9][N:10]([C:14]([O:15][C:16]([CH3:17])([CH3:18])[CH3:19])=[O:20])[CH2:11][CH2:12][CH2:13]1)[c:21]1[c:22]([F:27])[cH:23][cH:24][cH:25][cH:26]1.[ClH:28].[O:29]1[CH2:30][CH2:31][O:32][CH2:33][CH2:34]1>>[CH3:1][O:2][CH2:3][CH2:4][CH2:5][O:6][CH:7]([CH:8]1[CH2:9][NH:10][CH2:11][CH2:12][CH2:13]1)[c:21]1[c:22]([F:27])[cH:23][cH:24][cH:25][cH:26]1.[ClH:28].